Task: describe an organic reaction: reactants, conditions, products, and yield. Dataset: the Open Reaction Database (ORD), a public repository of structured organic reaction records The reactants are CC(C(=O)N[C@@H](C(=O)N1C[C@]2([C@@H](CN(C2=O)C)C2=CC=CC=C2)CCC1)CCOC1=CC=CC=C1)(C)NC(OC(C)(C)C)=O (Tert-butyl 2-methyl-1-((R)-1-((4S,5R)-2-methyl-1-oxo-4-phenyl-2,7-diazaspiro[4.5]decan-7-yl)-1-oxo-4-phenoxybutan-2-ylamino)-1-oxopropan-2-ylcarbamate), C(=O)(C(F)(F)F)O (TFA). The solvent is C(Cl)Cl (DCM). Reaction conditions: time 20 minute. The product is NC(C(=O)N[C@@H](C(=O)N1C[C@]2([C@@H](CN(C2=O)C)C2=CC=CC=C2)CCC1)CCOC1=CC=CC=C1)(C)C (2-Amino-2-methyl-N-((R)-1-((4S,5R)-2-methyl-1-oxo-4-phenyl-2,7-diazaspiro[4.5]decan-7-yl)-1-oxo-4-phenoxybutan-2-yl)propanamide). As a reaction SMILES: [CH3:1][C:2]([NH:37]C(=O)OC(C)(C)C)([CH3:36])[C:3]([NH:5][C@H:6]([CH2:27][CH2:28][O:29][C:30]1[CH:35]=[CH:34][CH:33]=[CH:32][CH:31]=1)[C:7]([N:9]1[CH2:26][CH2:25][CH2:24][C@:11]2([C:15](=[O:16])[N:14]([CH3:17])[CH2:13][C@H:12]2[C:18]2[CH:23]=[CH:22][CH:21]=[CH:20][CH:19]=2)[CH2:10]1)=[O:8])=[O:4].C(O)(C(F)(F)F)=O>C(Cl)Cl>[NH2:37][C:2]([CH3:36])([CH3:1])[C:3]([NH:5][C@H:6]([CH2:27][CH2:28][O:29][C:30]1[CH:31]=[CH:32][CH:33]=[CH:34][CH:35]=1)[C:7]([N:9]1[CH2:26][CH2:25][CH2:24][C@:11]2([C:15](=[O:16])[N:14]([CH3:17])[CH2:13][C@H:12]2[C:18]2[CH:19]=[CH:20][CH:21]=[CH:22][CH:23]=2)[CH2:10]1)=[O:8])=[O:4]. Procedure details: Tert-butyl 2-methyl-1-((R)-1-((4S,5R)-2-methyl-1-oxo-4-phenyl-2,7-diazaspiro[4.5]decan-7-yl)-1-oxo-4-phenoxybutan-2-ylamino)-1-oxopropan-2-ylcarbamate (38.7 mg; 0.064 mmol) was solubilised in DCM (0.5 ml). TFA (0.125 ml; 1.622 mmol) was added and the solution stirred at RT for 20 minutes before being concentrated in vacuo. The residual oil was dissolved in methanol (1 ml) and passed through a 1 g SCX-2 cartridge eluting with 2M NH3 in methanol (4 ml. Evaporation gave the title compound. Starting materials: CC=CC(CC(=O)OC)c1ccc(OC2CCCCO2)cc1, CCOC(C)=O, CC(C)(C)O, [O-][I+3]([O-])([O-])[O-], C1COCCO1, Cc1cccc(C)n1. Product: COC(=O)CC(C=O)c1ccc(OC2CCCCO2)cc1. As a reaction SMILES: [CH3:1][O:2][C:3]([CH2:4][CH:5]([CH:6]=[CH:7][CH3:8])[c:9]1[cH:10][cH:11][c:12]([O:15][CH:16]2[O:17][CH2:18][CH2:19][CH2:20][CH2:21]2)[cH:13][cH:14]1)=[O:22].[CH3:42][CH2:43][O:44][C:45](=[O:46])[CH3:47].[CH3:48][C:49]([OH:50])([CH3:51])[CH3:52].[O-:37][I+3:38]([O-:39])([O-:40])[O-:41].[O:23]1[CH2:24][CH2:25][O:26][CH2:27][CH2:28]1.[n:29]1[c:30]([CH3:31])[cH:32][cH:33][cH:34][c:35]1[CH3:36]>>[CH3:1][O:2][C:3]([CH2:4][CH:5]([CH:6]=[O:23])[c:9]1[cH:10][cH:11][c:12]([O:15][CH:16]2[O:17][CH2:18][CH2:19][CH2:20][CH2:21]2)[cH:13][cH:14]1)=[O:22]. The reactants are Nc1ccc(F)cc1, CN(C)C=O, O=C(O)c1ccc(S)nc1. Yields the product O=C(Nc1ccc(F)cc1)c1ccc(S)nc1. As a reaction SMILES: [NH2:11][c:12]1[cH:13][cH:14][c:15]([F:16])[cH:17][cH:18]1.[O:19]=[CH:20][N:21]([CH3:22])[CH3:23].[SH:1][c:2]1[n:3][cH:4][c:5]([C:6](=[O:7])[OH:8])[cH:9][cH:10]1>>[SH:1][c:2]1[n:3][cH:4][c:5]([C:6](=[O:8])[NH:11][c:12]2[cH:13][cH:14][c:15]([F:16])[cH:17][cH:18]2)[cH:9][cH:10]1.